This data is from the Open Reaction Database (ORD), a public repository of structured organic reaction records. The task is: describe an organic reaction: reactants, conditions, products, and yield The reactants are CN(C(C1=CC=CC=C1)=O)CC(CCS(=O)(=O)C)C1=CC=CC=C1 (N-methyl-N-(2-phenyl-4-methanesulfonylbutyl)benzamide), CC(=CCOCCN1C(=NC2=C1C=CC=C2)C(=O)C2CCNCC2)C (4-(1-(2-(3,3-dimethylallyloxy)ethyl)-1H-benzimidazole-2-carbonyl)piperidine). Product: CN(C(C1=CC=CC=C1)=O)CC(CCN1CCC(CC1)C(=O)C1=NC2=C(N1CCOCC=C(C)C)C=CC=C2)C2=CC=CC=C2 (N-Methyl-N-(4-(4-(1-(2-(3.3-dimethylallyloxy)ethyl)-1H-benzimidazole-2-carbonyl)piperidin-1-yl)-2-phenylbutyl)benzamide). Reaction SMILES: [CH3:1][N:2]([CH2:11][CH:12]([C:19]1[CH:24]=[CH:23][CH:22]=[CH:21][CH:20]=1)[CH2:13][CH2:14]S(C)(=O)=O)[C:3](=[O:10])[C:4]1[CH:9]=[CH:8][CH:7]=[CH:6][CH:5]=1.[CH3:25][C:26]([CH3:49])=[CH:27][CH2:28][O:29][CH2:30][CH2:31][N:32]1[C:36]2[CH:37]=[CH:38][CH:39]=[CH:40][C:35]=2[N:34]=[C:33]1[C:41]([CH:43]1[CH2:48][CH2:47][NH:46][CH2:45][CH2:44]1)=[O:42]>>[CH3:1][N:2]([CH2:11][CH:12]([C:19]1[CH:24]=[CH:23][CH:22]=[CH:21][CH:20]=1)[CH2:13][CH2:14][N:46]1[CH2:47][CH2:48][CH:43]([C:41]([C:33]2[N:32]([CH2:31][CH2:30][O:29][CH2:28][CH:27]=[C:26]([CH3:49])[CH3:25])[C:36]3[CH:37]=[CH:38][CH:39]=[CH:40][C:35]=3[N:34]=2)=[O:42])[CH2:44][CH2:45]1)[C:3](=[O:10])[C:4]1[CH:9]=[CH:8][CH:7]=[CH:6][CH:5]=1. Procedure: Prepare by the method of Example 1.7 using N-methyl-N-(2-phenyl-4-methanesulfonylbutyl)benzamide and 4-(1-(2-(3,3-dimethylallyloxy)ethyl)-1H-benzimidazole-2-carbonyl)piperidine to give the title compound. The reactants are O=C(O)c1ccncc1, CC[N+](CC)(CC)Cc1ccccc1, Cc1cc(C(=O)c2c(C)nn(C)c2O)c(C)c2c1S(=O)(=O)CCC2(C)C, [Cl-], [Cl-], ClC=CCl, Cl, c1ccncc1. Product: Cc1cc(C(=O)c2c(C)nn(C)c2OC(=O)c2ccncc2)c(C)c2c1S(=O)(=O)CCC2(C)C. Reaction SMILES: [C:35]([c:36]1[cH:37][cH:38][n:39][cH:40][cH:41]1)(=[O:42])[OH:43].[CH2:49]([N+:50]([CH2:51][CH3:52])([CH2:53][CH3:54])[CH2:55][CH3:56])[c:57]1[cH:58][cH:59][cH:60][cH:61][cH:62]1.[CH3:1][C:2]1([CH3:26])[CH2:3][CH2:4][S:5](=[O:24])(=[O:25])[c:6]2[c:7]([CH3:23])[cH:8][c:9]([C:13](=[O:14])[c:15]3[c:16]([CH3:22])[n:17][n:18]([CH3:21])[c:19]3[OH:20])[c:10]([CH3:12])[c:11]21.[Cl-:34].[Cl-:48].[Cl:44][CH:45]=[CH:46][Cl:47].[ClH:33].[cH:27]1[cH:28][cH:29][n:30][cH:31][cH:32]1>>[CH3:1][C:2]1([CH3:26])[CH2:3][CH2:4][S:5](=[O:24])(=[O:25])[c:6]2[c:7]([CH3:23])[cH:8][c:9]([C:13](=[O:14])[c:15]3[c:16]([CH3:22])[n:17][n:18]([CH3:21])[c:19]3[O:20][C:35]([c:36]3[cH:37][cH:38][n:39][cH:40][cH:41]3)=[O:42])[c:10]([CH3:12])[c:11]21. Starting materials: CCN(C(C)C)C(C)C, ClC(Cl)Cl, NC(=O)c1cc(-c2ccccc2)cc2c(C3CCNCC3)c[nH]c12, O=S(=O)(Cl)c1ccsc1. The product is NC(=O)c1cc(-c2ccccc2)cc2c(C3CCN(S(=O)(=O)c4ccsc4)CC3)c[nH]c12. RXN SMILES: [CH:25]([N:26]([CH:27]([CH3:28])[CH3:29])[CH2:30][CH3:31])([CH3:32])[CH3:33].[Cl:43][CH:44]([Cl:45])[Cl:46].[c:1]1(-[c:7]2[cH:8][c:9]3[c:10]([CH:19]4[CH2:20][CH2:21][NH:22][CH2:23][CH2:24]4)[cH:11][nH:12][c:13]3[c:14]([C:16](=[O:17])[NH2:18])[cH:15]2)[cH:2][cH:3][cH:4][cH:5][cH:6]1.[s:34]1[cH:35][c:36]([S:39](=[O:40])(=[O:41])[Cl:42])[cH:37][cH:38]1>>[c:1]1(-[c:7]2[cH:8][c:9]3[c:10]([CH:19]4[CH2:20][CH2:21][N:22]([S:39]([c:36]5[cH:35][s:34][cH:38][cH:37]5)(=[O:40])=[O:41])[CH2:23][CH2:24]4)[cH:11][nH:12][c:13]3[c:14]([C:16](=[O:17])[NH2:18])[cH:15]2)[cH:2][cH:3][cH:4][cH:5][cH:6]1. Reactants: CN1N=C(N(C1=O)COCC[Si](C)(C)C)C1=CC=C(C=C1)C1=C(N=C2N1N=CC=C2N2CCOCC2)CCC2=NC1=CC=CC=C1C=C2 (1-Methyl-3-[4-[8-(morpholin-4-yl)-2-[2-(quinolin-2-yl)ethyl]imidazo[1,2-b]pyridazin-3-yl]phenyl]-4-[[2-(trimethylsilyl)ethoxy]methyl]-4,5-dihydro-1H-1,2,4-triazol-5-one), CCOCC (Et2O). Run in C(=O)(C(F)(F)F)O.C(Cl)Cl (TFA DCM). Conditions: temperature 70 celsius, time 30 minute. The product is CN1N=C(NC1=O)C1=CC=C(C=C1)C1=C(N=C2N1N=CC=C2N2CCOCC2)CCC2=NC1=CC=CC=C1C=C2 (1-Methyl-3-[4-[8-(morpholin-4-yl)-2-[2-(quinolin-2-yl)ethyl]imidazo[1,2-b]pyridazin-3-yl]phenyl]-4,5-dihydro-1H-1,2,4-triazol-5-one). RXN SMILES: [CH3:1][N:2]1[C:6](=[O:7])[N:5](COCC[Si](C)(C)C)[C:4]([C:16]2[CH:21]=[CH:20][C:19]([C:22]3[N:26]4[N:27]=[CH:28][CH:29]=[C:30]([N:31]5[CH2:36][CH2:35][O:34][CH2:33][CH2:32]5)[C:25]4=[N:24][C:23]=3[CH2:37][CH2:38][C:39]3[CH:48]=[CH:47][C:46]4[C:41](=[CH:42][CH:43]=[CH:44][CH:45]=4)[N:40]=3)=[CH:18][CH:17]=2)=[N:3]1.CCOCC>C(O)(C(F)(F)F)=O.C(Cl)Cl>[CH3:1][N:2]1[C:6](=[O:7])[NH:5][C:4]([C:16]2[CH:17]=[CH:18][C:19]([C:22]3[N:26]4[N:27]=[CH:28][CH:29]=[C:30]([N:31]5[CH2:32][CH2:33][O:34][CH2:35][CH2:36]5)[C:25]4=[N:24][C:23]=3[CH2:37][CH2:38][C:39]3[CH:48]=[CH:47][C:46]4[C:41](=[CH:42][CH:43]=[CH:44][CH:45]=4)[N:40]=3)=[CH:20][CH:21]=2)=[N:3]1 |f:2.3|. Procedure details: A solution of compound 51e (0.20 g, 0.29 mmol) in TFA/DCM (1:3 v/v, 5 mL) was stirred overnight at rt. The mixture was concentrated under reduced pressure, and the residue obtained was treated with Et2O (10 mL). The solids formed were collected by filtration, washed with Et2O (2×20 mL), and treated with MeOH (5 mL) and DIEA (0.5 mL). The resulting solution was stirred at 70° C. for 30 min and allowed to cool to rt. The solids formed were collected by filtration and washed with Et2O (2×20 mL) to ...